The task is: describe an organic reaction: reactants, conditions, products, and yield. This data is from the Open Reaction Database (ORD), a public repository of structured organic reaction records. Starting materials: C=CCn1cnc2[nH]c(=O)[nH]c(=O)c21, CCOC(C)=O, CCCCCI, [Na+], [Na+], O=C([O-])[O-], CN(C)C=O, O. Product: C=CCn1cnc2c1c(=O)[nH]c(=O)n2CCCCC. As a reaction SMILES: [CH2:1]([CH:2]=[CH2:3])[n:4]1[cH:5][n:6][c:7]2[nH:8][c:9](=[O:14])[nH:10][c:11](=[O:13])[c:12]12.[CH3:33][CH2:34][O:35][C:36]([CH3:37])=[O:38].[I:21][CH2:22][CH2:23][CH2:24][CH2:25][CH3:26].[Na+:15].[Na+:16].[O-:17][C:18](=[O:19])[O-:20].[O:27]=[CH:28][N:29]([CH3:30])[CH3:31].[OH2:32]>>[CH2:1]([CH:2]=[CH2:3])[n:4]1[cH:5][n:6][c:7]2[n:8]([CH2:22][CH2:23][CH2:24][CH2:25][CH3:26])[c:9](=[O:14])[nH:10][c:11](=[O:13])[c:12]12.